This data is from the Open Reaction Database (ORD), a public repository of structured organic reaction records. The task is: describe an organic reaction: reactants, conditions, products, and yield Reactants: C(C)(C)(C)C1=CN=CN1CCCOC (5-tert-butyl-1-(3-methoxypropyl)-1H-imidazole), C(=O)(OC(C)(C)C)N1CC(CCC1)=O (N-Boc-3-piperidone), [Li]CCCC (n-BuLi). Run in C1CCOC1 (THF), C1CCOC1 (THF). Run at temperature -78 celsius, time 20 minute. The product is C(C)(C)(C)C1=CN=C(N1CCCOC)C1(CN(CCC1)C(=O)OC(C)(C)C)O (tert-butyl 3-(5-tert-butyl-1-(3-methoxypropyl)-1H-imidazol-2-yl)-3-hydroxypiperidine-1-carboxylate). The yield is 21.3%. Reaction SMILES: [C:1]([C:5]1[N:9]([CH2:10][CH2:11][CH2:12][O:13][CH3:14])[CH:8]=[N:7][CH:6]=1)([CH3:4])([CH3:3])[CH3:2].[Li]CCCC.[C:20]([N:27]1[CH2:32][CH2:31][CH2:30][C:29](=[O:33])[CH2:28]1)([O:22][C:23]([CH3:26])([CH3:25])[CH3:24])=[O:21]>C1COCC1>[C:1]([C:5]1[N:9]([CH2:10][CH2:11][CH2:12][O:13][CH3:14])[C:8]([C:29]2([OH:33])[CH2:30][CH2:31][CH2:32][N:27]([C:20]([O:22][C:23]([CH3:25])([CH3:24])[CH3:26])=[O:21])[CH2:28]2)=[N:7][CH:6]=1)([CH3:4])([CH3:2])[CH3:3]. Procedure: Into a 50 mL round bottomed flask was added 5-tert-butyl-1-(3-methoxypropyl)-1H-imidazole (133A) (376 mg, 1.9 mmol) and THF (9.6 mL). The solution was cooled to −78° C. and n-BuLi (843 μL, 2.5 M/hexanes, 2.1 mmol) was added slowly via syringe. The mixture was stirred for 20 minutes and slowly warmed to −30° C. The solution was cooled to −78° C. and N-Boc-3-piperidone (418 mg, 2.1 mmol) in THF (5 mL) was added slowly via syringe; the mixture was allowed to warm to room temperature overnight. Solv...